This data is from the Open Reaction Database (ORD), a public repository of structured organic reaction records. The task is: describe an organic reaction: reactants, conditions, products, and yield The reactants are COC(=O)C1=NC(=NC(=C1)OC1=C(C=C(C=C1)Cl)Cl)Cl (2-chloro-6-(2,4-dichloro-phenoxy)-pyrimidine-4-carboxylic acid methyl ester), C(C)OC=1C=C(CN2CCC(CC2)N)C=CC1OC (1-(3-ethoxy-4-methoxy-benzyl)-piperidin-4-ylamine), C(C)OC=1C=C(CN2CCC(CC2)N)C=CC1OC (1-(3-ethoxy-4-methoxy-benzyl)-piperidin-4-ylamine). Solvent: CC(=O)N(C)C (DMAc). Product: COC(=O)C1=NC(=NC(=C1)OC1=C(C=C(C=C1)Cl)Cl)NC1CCN(CC1)CC1=CC(=C(C=C1)OC)OCC (6-(2,4-Dichloro-phenoxy)-2-[1-(3-ethoxy-4-methoxy-benzyl)-piperidin-4-ylamino]-pyrimidine-4-carboxylic acid methyl ester). Yield: 17.8%. Reaction SMILES: [CH3:1][O:2][C:3]([C:5]1[CH:10]=[C:9]([O:11][C:12]2[CH:17]=[CH:16][C:15]([Cl:18])=[CH:14][C:13]=2[Cl:19])[N:8]=[C:7](Cl)[N:6]=1)=[O:4].[CH2:21]([O:23][C:24]1[CH:25]=[C:26]([CH:35]=[CH:36][C:37]=1[O:38][CH3:39])[CH2:27][N:28]1[CH2:33][CH2:32][CH:31]([NH2:34])[CH2:30][CH2:29]1)[CH3:22]>CC(N(C)C)=O>[CH3:1][O:2][C:3]([C:5]1[CH:10]=[C:9]([O:11][C:12]2[CH:17]=[CH:16][C:15]([Cl:18])=[CH:14][C:13]=2[Cl:19])[N:8]=[C:7]([NH:34][CH:31]2[CH2:32][CH2:33][N:28]([CH2:27][C:26]3[CH:35]=[CH:36][C:37]([O:38][CH3:39])=[C:24]([O:23][CH2:21][CH3:22])[CH:25]=3)[CH2:29][CH2:30]2)[N:6]=1)=[O:4]. Procedure: A solution of 2-chloro-6-(2,4-dichloro-phenoxy)-pyrimidine-4-carboxylic acid methyl ester (50.0 mg, 0.15 mmol, 1.0 equiv) and 1-(3-ethoxy-4-methoxy-benzyl)-piperidin-4-ylamine (47.6 mg, 0.18 mmol, 1.2 equiv; intermediate A1) in DMAc (2 mL) was heated by microwave irradiation to 180° C. for 15 min. Removal of the solvent under reduced pressure and purification by preparative HPLC on reversed phase eluting with a gradient of acetonitrile/water provided 15.0 mg (15%) of the title compound. MS (ISP)... The reactants are N (NH3), BrC=1C=C2C(=CNC2=C(C1)C(=O)O)C1CC(S(CC1)(=O)=O)C1=CC=CC=C1 (5-bromo-3-(1,1-dioxido-2-phenyltetrahydro-2H-thiopyran-4-yl)-1H-indole-7-carboxylic acid), ON1N=NC2=C1C=CC=C2 (HOBt), C(C)N=C=NCCCN(C)C (EDC). Isolated yield 64.0%. Solvent: O1CCOCC1 (dioxane), CN(C=O)C (N,N-Dimethylformamide). Procedure details: 5-bromo-3-(1,1-dioxido-2-phenyltetrahydro-2H-thiopyran-4-yl)-1H-indole-7-carboxylic acid (0.9 g, 2.007 mmol) was put in a flask and dissolved in N,N-Dimethylformamide (DMF) (2 mL). HOBt (1-hydroxybenzotriazole) (0.271 g, 2.007 mmol) and EDC (1-Ethyl-3-(3-dimethylaminopropyl)carbodiimide) (1.078 g, 5.62 mmol) were added. The mixture was stirred and 0.5N NH3 in dioxane was added (12.04 mL, 6.02 mmol). The reaction mixture was heated under microwave at 100° C. for 20 minutes. The reaction was quenc... RXN SMILES: [Br:1][C:2]1[CH:3]=[C:4]2[C:8](=[C:9]([C:11]([OH:13])=O)[CH:10]=1)[NH:7][CH:6]=[C:5]2[CH:14]1[CH2:19][CH2:18][S:17](=[O:21])(=[O:20])[CH:16]([C:22]2[CH:27]=[CH:26][CH:25]=[CH:24][CH:23]=2)[CH2:15]1.O[N:29]1C2C=CC=CC=2N=N1.C(N=C=NCCCN(C)C)C.N>CN(C)C=O.O1CCOCC1>[Br:1][C:2]1[CH:3]=[C:4]2[C:8](=[C:9]([C:11]([NH2:29])=[O:13])[CH:10]=1)[NH:7][CH:6]=[C:5]2[CH:14]1[CH2:19][CH2:18][S:17](=[O:21])(=[O:20])[CH:16]([C:22]2[CH:27]=[CH:26][CH:25]=[CH:24][CH:23]=2)[CH2:15]1. Run at temperature 100 celsius. Yields the product BrC=1C=C2C(=CNC2=C(C1)C(=O)N)C1CC(S(CC1)(=O)=O)C1=CC=CC=C1 (5-Bromo-3-(1,1-dioxido-2-phenyltetrahydro-2H-thiopyran-4-yl)-1H-indole-7-carboxamide).